This data is from the Open Reaction Database (ORD), a public repository of structured organic reaction records. The task is: describe an organic reaction: reactants, conditions, products, and yield The product is CC(C)(C)OC(=O)N1CCN(c2nccnc2Cl)CC1. As a reaction SMILES: [C:22](=[O:23])([O-:24])[O-:25].[C:29]([O:30][CH3:31])([CH3:32])([CH3:33])[CH3:34].[C:9]([CH3:10])([CH3:11])([CH3:12])[O:13][C:14](=[O:15])[N:16]1[CH2:17][CH2:18][NH:19][CH2:20][CH2:21]1.[Cl:1][c:2]1[n:3][cH:4][cH:5][n:6][c:7]1[Cl:8].[K+:26].[K+:27].[OH2:28]>>[c:2]1([N:19]2[CH2:18][CH2:17][N:16]([C:14]([O:13][C:9]([CH3:10])([CH3:11])[CH3:12])=[O:15])[CH2:21][CH2:20]2)[n:3][cH:4][cH:5][n:6][c:7]1[Cl:8]. The reactants are O=C([O-])[O-], COC(C)(C)C, CC(C)(C)OC(=O)N1CCNCC1, Clc1nccnc1Cl, [K+], [K+], O.